Dataset: the Open Reaction Database (ORD), a public repository of structured organic reaction records. Task: describe an organic reaction: reactants, conditions, products, and yield Reactants: COc1cc(OC)c(CO)c(OC)c1, CC(C)(S)C(N)C(=O)O, ClCCl, O=C(O)C(F)(F)F. The product is COc1cc(OC)c(CSC(C)(C)C(N)C(=O)O)c(OC)c1. Reaction SMILES: [CH3:17][O:18][c:19]1[c:20]([CH2:21][OH:22])[c:23]([O:29][CH3:30])[cH:24][c:25]([O:27][CH3:28])[cH:26]1.[CH3:1][C:2]([CH3:3])([SH:4])[CH:5]([NH2:6])[C:7]([OH:8])=[O:9].[Cl:31][CH2:32][Cl:33].[OH:10][C:11]([C:12]([F:13])([F:14])[F:15])=[O:16]>>[CH3:1][C:2]([CH3:3])([S:4][CH2:21][c:20]1[c:19]([O:18][CH3:17])[cH:26][c:25]([O:27][CH3:28])[cH:24][c:23]1[O:29][CH3:30])[CH:5]([NH2:6])[C:7]([OH:8])=[O:9].